The task is: describe an organic reaction: reactants, conditions, products, and yield. This data is from the Open Reaction Database (ORD), a public repository of structured organic reaction records. Starting materials: C(C)(C)(C)OC(=O)NC=1N=CC=2C=CC=C(C2C1)C(=O)OC (methyl 3-((tert-butoxycarbonyl)amino)isoquinoline-5-carboxylate), CC(C)C[AlH]CC(C)C (DIBAL), [C@@H]([C@H](C(=O)[O-])O)(C(=O)[O-])O.[Na+].[K+] (Rochelle's salt). Solvent: C1CCOC1 (THF). Product: OCC1=C2C=C(N=CC2=CC=C1)NC(OC(C)(C)C)=O (tert-Butyl (5-(hydroxymethyl)isoquinolin-3-yl)carbamate). RXN SMILES: [C:1]([O:5][C:6]([NH:8][C:9]1[N:10]=[CH:11][C:12]2[CH:13]=[CH:14][CH:15]=[C:16]([C:19](OC)=[O:20])[C:17]=2[CH:18]=1)=[O:7])([CH3:4])([CH3:3])[CH3:2].CC(C[AlH]CC(C)C)C.[C@H](O)(C([O-])=O)[C@@H](O)C([O-])=O.[Na+].[K+]>C1COCC1>[OH:20][CH2:19][C:16]1[CH:15]=[CH:14][CH:13]=[C:12]2[C:17]=1[CH:18]=[C:9]([NH:8][C:6](=[O:7])[O:5][C:1]([CH3:3])([CH3:2])[CH3:4])[N:10]=[CH:11]2 |f:2.3.4|. Reported procedure: A 10 mL round bottom flask with methyl 3-((tert-butoxycarbonyl)amino)isoquinoline-5-carboxylate (0.2 g, 0.662 mmol) in 6 mL THF was charged with DIBAL (3.3 mL, 3.31 mmol), The reaction mixture was stirred at rt. After stirring for 2 h, the reaction mixture was added with Rochelle's salt and stirred for 1 h and then extracted with EtOAc (3×20 mL). Combined organic layer was dried, filtered and then concentrated in vacuo. Purified by silica gel chromatography (0-100% EtOAc in hexane) yielded tert-... RXN SMILES: [CH2:1]([NH:7][C:8](=[O:11])[CH:9]=[CH2:10])[NH:2][C:3](=[O:6])[CH:4]=[CH2:5].[CH3:12][Si:13]([CH3:16])([CH3:15])Cl.[S]>C(N(CC)CC)C>[CH3:12][Si:13]([CH3:16])([CH3:15])[N:7]([CH2:1][N:2]([Si:13]([CH3:16])([CH3:15])[CH3:12])[C:3](=[O:6])[CH:4]=[CH2:5])[C:8](=[O:11])[CH:9]=[CH2:10] |^3:16|. Yields the product C[Si](N(C(C=C)=O)CN(C(C=C)=O)[Si](C)(C)C)(C)C (N,N'-bis-trimethylsilyl-N,N'-methylene-bis-acrylamide). Conditions: temperature 60 celsius, time 8 hour. Procedure: 850 ml of anhydrous triethylamine and 92.5 g (0.6 mol) of N,N'-methylene-bis-acrylamide are initially introduced into a 2.5 liter sulphonation flask equipped with a stirrer, a thermometer, a reflux condenser and a dropping funnel. 220 g (approximately 2 mols) of trimethylchlorosilane are then added dropwise, whilst cooling occasionally with an ice bath, in such a way that the temperature of the reaction mixture does not exceed 15°-25° C. A little sulphur is then added, as a polymerisation inhibi... The yield is 60.3%. Reactants: C(NC(C=C)=O)NC(C=C)=O (N,N'-methylene-bis-acrylamide), C[Si](Cl)(C)C (trimethylchlorosilane), [S] (sulphur). Run in C(C)N(CC)CC (triethylamine). Reactants: CC(C)C[AlH]CC(C)C, ClCCl, CCOC(=O)c1cnc(C(F)(F)F)nc1. Product: O=Cc1cnc(C(F)(F)F)nc1. As a reaction SMILES: [CH3:16][CH:17]([CH2:18][AlH:19][CH2:20][CH:21]([CH3:22])[CH3:23])[CH3:24].[Cl:25][CH2:26][Cl:27].[F:1][C:2]([c:3]1[n:4][cH:5][c:6]([C:9](=[O:10])[O:11][CH2:12][CH3:13])[cH:7][n:8]1)([F:14])[F:15]>>[F:1][C:2]([c:3]1[n:4][cH:5][c:6]([CH:9]=[O:10])[cH:7][n:8]1)([F:14])[F:15]. Reactants: [Br-], [Li]CCCC, C1CCOC1, O=Cc1ccc(F)cc1, O, OCCC[P+](c1ccccc1)(c1ccccc1)c1ccccc1. Product: OCCC=Cc1ccc(F)cc1. RXN SMILES: [Br-:6].[CH2:1]([Li:2])[CH2:3][CH2:4][CH3:5].[CH2:39]1[O:40][CH2:41][CH2:42][CH2:43]1.[F:30][c:31]1[cH:32][cH:33][c:34]([CH:35]=[O:36])[cH:37][cH:38]1.[OH2:44].[OH:7][CH2:8][CH2:9][CH2:10][P+:11]([c:12]1[cH:13][cH:14][cH:15][cH:16][cH:17]1)([c:18]1[cH:19][cH:20][cH:21][cH:22][cH:23]1)[c:24]1[cH:25][cH:26][cH:27][cH:28][cH:29]1>>[OH:7][CH2:8][CH2:9][CH:10]=[CH:35][c:34]1[cH:33][cH:32][c:31]([F:30])[cH:38][cH:37]1. Reactants: [BH4-], CC(C)(c1ccccc1)n1nnc(-c2ccccc2-c2ccc(C=O)cc2)n1, CCO, [Na+], O. Product: CC(C)(c1ccccc1)n1nnc(-c2ccccc2-c2ccc(CO)cc2)n1. As a reaction SMILES: [BH4-:29].[CH3:1][C:2]([CH3:3])([c:4]1[cH:5][cH:6][cH:7][cH:8][cH:9]1)[n:10]1[n:11][c:12](-[c:15]2[c:16](-[c:21]3[cH:22][cH:23][c:24]([CH:27]=[O:28])[cH:25][cH:26]3)[cH:17][cH:18][cH:19][cH:20]2)[n:13][n:14]1.[CH3:32][CH2:33][OH:34].[Na+:30].[OH2:31]>>[CH3:1][C:2]([CH3:3])([c:4]1[cH:5][cH:6][cH:7][cH:8][cH:9]1)[n:10]1[n:11][c:12](-[c:15]2[c:16](-[c:21]3[cH:22][cH:23][c:24]([CH2:27][OH:28])[cH:25][cH:26]3)[cH:17][cH:18][cH:19][cH:20]2)[n:13][n:14]1. The reactants are CN1N=CC2=CC(=CC=C12)C1N(CCNC1=O)C(=O)OC(C)(C)C (tert-butyl 2-(1-methyl-1H-indazol-5-yl)-3-oxopiperazine-1-carboxylate), B (borane). Run in C1CCOC1 (THF), C1CCOC1 (THF). Conditions: temperature 55 celsius, time 30 minute. Yields the product CN1N=CC2=CC(=CC=C12)C1N(CCNC1)C(=O)OC(C)(C)C (tert-butyl 2-(1-methyl-1H-indazol-5-yl)piperazine-1-carboxylate). RXN SMILES: [CH3:1][N:2]1[C:10]2[C:5](=[CH:6][C:7]([CH:11]3[C:16](=O)[NH:15][CH2:14][CH2:13][N:12]3[C:18]([O:20][C:21]([CH3:24])([CH3:23])[CH3:22])=[O:19])=[CH:8][CH:9]=2)[CH:4]=[N:3]1.B>C1COCC1>[CH3:1][N:2]1[C:10]2[C:5](=[CH:6][C:7]([CH:11]3[CH2:16][NH:15][CH2:14][CH2:13][N:12]3[C:18]([O:20][C:21]([CH3:24])([CH3:23])[CH3:22])=[O:19])=[CH:8][CH:9]=2)[CH:4]=[N:3]1. Reported procedure: To the solution of tert-butyl 2-(1-methyl-1H-indazol-5-yl)-3-oxopiperazine-1-carboxylate (10 mg) in THF (0.5 mL) at 0° C. was added borane in THF (1.0 N, 1 mL) slowly. The mixture was heated at 55° C. for 3 hours, and was cooled. The reaction was quenched with methanol (1 mL), and was stirred for 30 minutes. The mixture was diluted with ethyl acetate, and was made basic with 1 N sodium hydroxide solution. The organic phase was separated, and was washed with water and brine, and was dried with so... Starting materials: CCOC(=O)C=CC=O, C1CCNC1, O=C(O)c1ccccc1[N+](=O)[O-], COc1ccc(OC)c(C=O)c1O. The product is CCOC(=O)C1Oc2c(OC)ccc(OC)c2C=C1C=O. RXN SMILES: [CH2:1]([CH3:2])[O:3][C:4]([CH:5]=[CH:6][CH:7]=[O:8])=[O:9].[CH2:22]1[CH2:23][NH:24][CH2:25][CH2:26]1.[N+:10]([c:11]1[cH:12][cH:13][cH:14][cH:15][c:16]1[C:17]([OH:18])=[O:19])([O-:20])=[O:21].[OH:27][c:28]1[c:29]([CH:30]=[O:31])[c:32]([O:38][CH3:39])[cH:33][cH:34][c:35]1[O:36][CH3:37]>>[CH2:1]([CH3:2])[O:3][C:4]([CH:5]1[C:6]([CH:7]=[O:8])=[CH:30][c:29]2[c:28]([c:35]([O:36][CH3:37])[cH:34][cH:33][c:32]2[O:38][CH3:39])[O:27]1)=[O:9]. The reactants are C(C)NC1(CNC1)C(=O)N (3-ethylaminoazetidine-3-carboxylic acid amide), C(C)(C)N(CC)C(C)C (diisopropylethylamine), ClC1=NC(=NC=2N1N=C(C2I)C2=C(C=CC=C2)Cl)C (4-chloro-7-(2-chlorophenyl)-8-iodo-2-methylpyrazolo[1,5-a][1,3,5]triazine). Run in CN(C)C=O (DMF), C(Cl)Cl (methylene chloride). Conditions: time 2 hour. The product is ClC1=C(C=CC=C1)C1=NN2C(N=C(N=C2N2CC(C2)(C(=O)N)NCC)C)=C1I (1-[7-(2-Chlorophenyl)-8-iodo-2-methylpyrazolo[1,5-a][1,3,5]triazin-4-yl]-3-ethylaminoazetidine-3-carboxylic Acid Amide). RXN SMILES: [CH2:1]([NH:3][C:4]1([C:8]([NH2:10])=[O:9])[CH2:7][NH:6][CH2:5]1)[CH3:2].C(N(C(C)C)CC)(C)C.Cl[C:21]1[N:26]2[N:27]=[C:28]([C:31]3[CH:36]=[CH:35][CH:34]=[CH:33][C:32]=3[Cl:37])[C:29]([I:30])=[C:25]2[N:24]=[C:23]([CH3:38])[N:22]=1>CN(C=O)C.C(Cl)Cl>[Cl:37][C:32]1[CH:33]=[CH:34][CH:35]=[CH:36][C:31]=1[C:28]1[C:29]([I:30])=[C:25]2[N:24]=[C:23]([CH3:38])[N:22]=[C:21]([N:6]3[CH2:7][C:4]([NH:3][CH2:1][CH3:2])([C:8]([NH2:10])=[O:9])[CH2:5]3)[N:26]2[N:27]=1. Reported procedure: To a solution of 3-ethylaminoazetidine-3-carboxylic acid amide (I-2A-1g; 0.55 g, 2.5 mmol) and diisopropylethylamine (1.3 ml, 7.6 mmol) in DMF (10 ml) was added a solution of 4-chloro-7-(2-chlorophenyl)-8-iodo-2-methylpyrazolo[1,5-a][1,3,5]triazine (I-1A-1e; 0.93 g, 2.3 mmol) in methylene chloride (10 ml). After stirring 2 hours, the methylene chloride was removed, in vacuo, and the mixture was extracted from water, adjusted to pH 8 with saturated aqueous NaHCO3, with ethyl acetate. The combined...